Dataset: the Open Reaction Database (ORD), a public repository of structured organic reaction records. Task: describe an organic reaction: reactants, conditions, products, and yield The reactants are CS(=O)(=O)Cl (Methanesulfonyl chloride), [N+](=O)([O-])C=1C=C2C3CNCC(C2=CC1)O3 (4-nitro-12-oxa-10-aza-tricyclo[6.3.1.0*2,7*]dodeca-2,4,6-triene), C([O-])([O-])=O.[K+].[K+] (potassium carbonate). Run in C1CCOC1 (THF). Conditions: temperature 70 celsius, time 1 hour. Yields the product CS(=O)(=O)N1CC2C3=CC=C(C=C3C(C1)O2)[N+](=O)[O-] (10-Methanesulfonyl-4-nitro-12-oxa-10-aza-tricyclo[6.3.1.0*2,7*]dodeca-2,4,6-triene). Yield: 95.9%. Reaction SMILES: [CH3:1][S:2](Cl)(=[O:4])=[O:3].[N+:6]([C:9]1[CH:10]=[C:11]2[C:17](=[CH:18][CH:19]=1)[CH:16]1[O:20][CH:12]2[CH2:13][NH:14][CH2:15]1)([O-:8])=[O:7].C(=O)([O-])[O-].[K+].[K+]>C1COCC1>[CH3:1][S:2]([N:14]1[CH2:13][CH:12]2[O:20][CH:16]([C:17]3[C:11]2=[CH:10][C:9]([N+:6]([O-:8])=[O:7])=[CH:19][CH:18]=3)[CH2:15]1)(=[O:4])=[O:3] |f:2.3.4|. Reported procedure: Methanesulfonyl chloride (133 mg, 1.16 mmol) was added to a solution of 4-nitro-12-oxa-10-aza-tricyclo[6.3.1.0*2,7*]dodeca-2,4,6-triene (200 mg, 0.55 mmol) and potassium carbonate (276 mg, 2.0 mmol) in THF (5 mL). The solution was stirred at 70° C. for 1 h. The reaction was then concentrated and purified with silica gel chromatography (0-100% EtOAc in hexanes) to give 10-Methanesulfonyl-4-nitro-12-oxa-10-aza-tricyclo[6.3.1.0*2,7*]dodeca-2,4,6-triene as a light tan solid (150 mg, 54%). MS (m/e) 2...